This data is from the Open Reaction Database (ORD), a public repository of structured organic reaction records. The task is: describe an organic reaction: reactants, conditions, products, and yield Reactants: CC(C)(C)[Si](O[C@@H](CN(CC1=CC=CC=C1)C[C@@H]1OC2=CC=C(C=C2CC1)C1=CC(=NC=C1)C(=O)N)COC1=CC=CC=C1)(C)C (4-((2R)-2-{[[(2S)-2-{[(1,1-Dimethylethyl)(dimethyl)silyl]oxy}-3-(phenyloxy)propyl](phenylmethyl)amino]methyl}-3,4-dihydro-2H-chromen-6-yl)-2-pyridinecarboxamide), C(=O)[O-].[NH4+] (Ammonium formate). The reagents and catalysts are [Pd] (Pd/C). Run in CO (methanol). The product is CC(C)(C)[Si](O[C@@H](CNC[C@@H]1OC2=CC=C(C=C2CC1)C1=CC(=NC=C1)C(=O)N)COC1=CC=CC=C1)(C)C (4-[(2R)-2-({[(2S)-2-{[(1,1-dimethylethyl)(dimethyl)silyl]oxy}-3-(phenyloxy)propyl]amino}methyl)-3,4-dihydro-2H-chromen-6-yl]-2-pyridinecarboxamide). RXN SMILES: [CH3:1][C:2]([Si:5]([CH3:46])([CH3:45])[O:6][C@H:7]([CH2:37][O:38][C:39]1[CH:44]=[CH:43][CH:42]=[CH:41][CH:40]=1)[CH2:8][N:9]([CH2:17][C@H:18]1[CH2:27][CH2:26][C:25]2[C:20](=[CH:21][CH:22]=[C:23]([C:28]3[CH:33]=[CH:32][N:31]=[C:30]([C:34]([NH2:36])=[O:35])[CH:29]=3)[CH:24]=2)[O:19]1)CC1C=CC=CC=1)([CH3:4])[CH3:3].C([O-])=O.[NH4+]>CO.[Pd]>[CH3:4][C:2]([Si:5]([CH3:46])([CH3:45])[O:6][C@H:7]([CH2:37][O:38][C:39]1[CH:40]=[CH:41][CH:42]=[CH:43][CH:44]=1)[CH2:8][NH:9][CH2:17][C@H:18]1[CH2:27][CH2:26][C:25]2[C:20](=[CH:21][CH:22]=[C:23]([C:28]3[CH:33]=[CH:32][N:31]=[C:30]([C:34]([NH2:36])=[O:35])[CH:29]=3)[CH:24]=2)[O:19]1)([CH3:1])[CH3:3] |f:1.2|. Reported procedure: 4-((2R)-2-{[[(2S)-2-{[(1,1-Dimethylethyl)(dimethyl)silyl]oxy}-3-(phenyloxy)propyl](phenylmethyl)amino]methyl}-3,4-dihydro-2H-chromen-6-yl)-2-pyridinecarboxamide (Example 89, 44 mg, 0.07 mmol) was added to a suspension of 10% Pd/C (44 mg) in methanol (3 mL). Ammonium formate (22 mg, 0.35 mmol, 5.0 eq.) was added, and the mixture was heated at reflux for 30 minutes. Solids were removed by filtration through Celite®, and the filtrate was concentrated in vacuo. The title compound was collected as a ... Reactants: C(C1=CC=CC=C1)(C1=CC=CC=C1)(C1=CC=CC=C1)OCC(=O)OCC (ethyl 2-(trityloxy)acetate), [OH-].[Na+] (NaOH). The solvent is CCO (EtOH). Run at time 1 hour. Product: C(C1=CC=CC=C1)(C1=CC=CC=C1)(C1=CC=CC=C1)OCC(=O)O (2-(Trityloxy)acetic acid). Isolated yield 98.0%. Reaction SMILES: [C:1]([O:20][CH2:21][C:22]([O:24]CC)=[O:23])([C:14]1[CH:19]=[CH:18][CH:17]=[CH:16][CH:15]=1)([C:8]1[CH:13]=[CH:12][CH:11]=[CH:10][CH:9]=1)[C:2]1[CH:7]=[CH:6][CH:5]=[CH:4][CH:3]=1.[OH-].[Na+]>CCO>[C:1]([O:20][CH2:21][C:22]([OH:24])=[O:23])([C:8]1[CH:9]=[CH:10][CH:11]=[CH:12][CH:13]=1)([C:14]1[CH:19]=[CH:18][CH:17]=[CH:16][CH:15]=1)[C:2]1[CH:3]=[CH:4][CH:5]=[CH:6][CH:7]=1 |f:1.2|. Procedure: To a suspension of ethyl 2-(trityloxy)acetate (8.2 g, 23.67 mmol) in EtOH (350 ml), NaOH 6M (7.89 ml, 47.3 mmol) was added at RT. The suspension slowly turned into a solution. After 1 hour, EtOH was removed under vacuum and the remaining crude was partitioned between HCl 2N and DCM. The organic phase was separated, dried over Na2SO4 and evaporated under vacuum. 2-(Trityloxy)acetic acid was obtained (7.42 g, 23.31 mmol, 98% yield) and used as such in the following reaction without further purific... The reactants are CN1C(C(=C(C2=CC=CN=C12)C1=C(C=CC=C1)Cl)C(=O)OCC)=O (ethyl 1-methyl-4-(2-chlorophenyl)-1,2-dihydro-2-oxo-1,8-naphthyridine-3-carboxylate), [OH-].[Na+] (sodium hydroxide), Cl (hydrochloric acid). Run in O (water), C(C)O (ethanol). Yields the product CN1C(C(=C(C2=CC=CN=C12)C1=C(C=CC=C1)Cl)C(=O)O)=O (1-methyl-4-(2-chlorophenyl)-1,2-dihydro-2-oxo-1,8-naphthyridine-3-carboxylic acid). Isolated yield 83.6%. RXN SMILES: [CH3:1][N:2]1[C:11]2[C:6](=[CH:7][CH:8]=[CH:9][N:10]=2)[C:5]([C:12]2[CH:17]=[CH:16][CH:15]=[CH:14][C:13]=2[Cl:18])=[C:4]([C:19]([O:21]CC)=[O:20])[C:3]1=[O:24].[OH-].[Na+].Cl>C(O)C.O>[CH3:1][N:2]1[C:11]2[C:6](=[CH:7][CH:8]=[CH:9][N:10]=2)[C:5]([C:12]2[CH:17]=[CH:16][CH:15]=[CH:14][C:13]=2[Cl:18])=[C:4]([C:19]([OH:21])=[O:20])[C:3]1=[O:24] |f:1.2|. Procedure details: To a solution of ethyl 1-methyl-4-(2-chlorophenyl)-1,2-dihydro-2-oxo-1,8-naphthyridine-3-carboxylate (4.6 g, 13.4 mmol) in ethanol (20 ml) was added sodium hydroxide (2.1 g, 52.5 mmol), and the mixture was refluxed for 0.5 hour. The mixture was diluted with water, and the pH value thereof was adjusted to pH 4 with 2N aqueous hydrochloric acid. The mixture was extracted with ethyl acetate, and the extract was washed with a saturated aqueous sodium chloride solution, dried over anhydrous sodium su... Reactants: CCc1nc2c(cnn2CC)c(NC2CCOCC2)c1CNC(=O)c1cccc(C(=O)NCc2ccc(C#N)c(-c3cccc(C=O)c3)c2)c1, CC(=O)O[BH-](OC(C)=O)OC(C)=O, CC(=O)O, ClCCl, CC(C)(C)OC(=O)N1CCCNCC1, [Na+]. The product is CCc1nc2c(cnn2CC)c(NC2CCOCC2)c1CNC(=O)c1cccc(C(=O)NCc2ccc(C#N)c(-c3cccc(CN4CCCNCC4)c3)c2)c1. As a reaction SMILES: [C:1](#[N:2])[c:3]1[cH:4][cH:5][c:6]([CH2:17][NH:18][C:19](=[O:20])[c:21]2[cH:22][c:23]([C:27](=[O:28])[NH:29][CH2:30][c:31]3[c:32]([NH:44][CH:45]4[CH2:46][CH2:47][O:48][CH2:49][CH2:50]4)[c:33]4[c:34]([n:35][c:36]3[CH2:37][CH3:38])[n:39]([CH2:42][CH3:43])[n:40][cH:41]4)[cH:24][cH:25][cH:26]2)[cH:7][c:8]1-[c:9]1[cH:10][c:11]([CH:15]=[O:16])[cH:12][cH:13][cH:14]1.[C:65]([O:66][BH-:67]([O:68][C:69](=[O:70])[CH3:71])[O:72][C:73](=[O:74])[CH3:75])(=[O:76])[CH3:77].[C:79]([OH:80])(=[O:81])[CH3:82].[Cl:83][CH2:84][Cl:85].[N:51]1([C:58]([O:59][C:60]([CH3:61])([CH3:62])[CH3:63])=[O:64])[CH2:52][CH2:53][NH:54][CH2:55][CH2:56][CH2:57]1.[Na+:78]>>[C:1](#[N:2])[c:3]1[cH:4][cH:5][c:6]([CH2:17][NH:18][C:19](=[O:20])[c:21]2[cH:22][c:23]([C:27](=[O:28])[NH:29][CH2:30][c:31]3[c:32]([NH:44][CH:45]4[CH2:46][CH2:47][O:48][CH2:49][CH2:50]4)[c:33]4[c:34]([n:35][c:36]3[CH2:37][CH3:38])[n:39]([CH2:42][CH3:43])[n:40][cH:41]4)[cH:24][cH:25][cH:26]2)[cH:7][c:8]1-[c:9]1[cH:10][c:11]([CH2:15][N:51]2[CH2:52][CH2:53][NH:54][CH2:55][CH2:56][CH2:57]2)[cH:12][cH:13][cH:14]1. Reaction SMILES: [OH:1][CH:2]([C@@H:12]1[CH2:16][CH2:15][CH2:14][N:13]1[C:17]([C@@H:19]1[CH2:23][CH2:22][CH2:21][N:20]1[C:24](=[O:35])[CH2:25][O:26][C:27]1[CH:32]=[CH:31][C:30]([O:33][CH3:34])=[CH:29][CH:28]=1)=[O:18])[CH2:3][O:4]CC1C=CC=CC=1.C1(C)C=CC=CC=1.CS(C)=O>C(N(CC)CC)C>[OH:4][CH2:3][C:2]([C@@H:12]1[CH2:16][CH2:15][CH2:14][N:13]1[C:17]([C@@H:19]1[CH2:23][CH2:22][CH2:21][N:20]1[C:24](=[O:35])[CH2:25][O:26][C:27]1[CH:32]=[CH:31][C:30]([O:33][CH3:34])=[CH:29][CH:28]=1)=[O:18])=[O:1]. Run at time 2.5 hour. Reactants: ice water, OC(COCC1=CC=CC=C1)[C@H]1N(CCC1)C(=O)[C@H]1N(CCC1)C(COC1=CC=C(C=C1)OC)=O ((S)-2-[[(S)-2-(1-hydroxy-2(phenylmethyloxy)ethyl]-1-pyrrolidinyl]carbonyl]-1-[(4methoxyphenyl)oxyacetyl]pyrrolidine), C1(=CC=CC=C1)C (toluene), CS(=O)C (DMSO). Product: OCC(=O)[C@H]1N(CCC1)C(=O)[C@H]1N(CCC1)C(COC1=CC=C(C=C1)OC)=O ((S)-2-[[(S)-2-(Hydroxyacetyl)-1-pyrrolidinyl]carbonyl]-1-[(4methoxyphenyl)oxyacetyl]pyrrolidine). Procedure: A sulfur trioxide-pyridine complex (716 mg) was added, under ice-cooling, to a solution of (S)-2-[[(S)-2-(1-hydroxy-2(phenylmethyloxy)ethyl]-1-pyrrolidinyl]carbonyl]-1-[(4methoxyphenyl)oxyacetyl]pyrrolidine (988 mg) in a mixed solvent of toluene (1 ml), DMSO (1.5 ml) and triethylamine (0.7 ml) and the mixture was stirred for 2.5 hours. The reaction mixture was poured into ice water and extracted with ethyl acetate. The extract was washed with a 10% aqueous solution of citric acid, saturated sodi... Solvent: C(C)N(CC)CC (triethylamine). Isolated yield 84.2%.